This data is from the Open Reaction Database (ORD), a public repository of structured organic reaction records. The task is: describe an organic reaction: reactants, conditions, products, and yield Product: CCCCCCC(C)C(=O)c1ccc(-c2ccccc2)cc1. Reaction SMILES: [C:1]([c:2]1[cH:3][cH:4][c:5]([C:6]([OH:7])=[O:8])[cH:9][cH:10]1)(=[O:11])[CH2:12][CH2:13][CH2:14][CH2:15][CH2:16][CH2:17][CH2:18][CH3:19].[CH2:67]([Cl:68])[Cl:69].[CH3:58][N:59]([CH3:60])[c:61]1[cH:62][cH:63][n:64][cH:65][cH:66]1.[CH:43]1([N:44]=[C:45]=[N:46][CH:47]2[CH2:48][CH2:49][CH2:50][CH2:51][CH2:52]2)[CH2:53][CH2:54][CH2:55][CH2:56][CH2:57]1.[OH:20][c:21]1[cH:22][cH:23][c:24](-[c:27]2[cH:28][cH:29][c:30]([C:33]([CH:34]([CH2:35][CH2:36][CH2:37][CH2:38][CH2:39][CH3:40])[CH3:41])=[O:42])[cH:31][cH:32]2)[cH:25][cH:26]1>>[cH:21]1[cH:22][cH:23][c:24](-[c:27]2[cH:28][cH:29][c:30]([C:33]([CH:34]([CH2:35][CH2:36][CH2:37][CH2:38][CH2:39][CH3:40])[CH3:41])=[O:42])[cH:31][cH:32]2)[cH:25][cH:26]1. Reactants: CCCCCCCCC(=O)c1ccc(C(=O)O)cc1, ClCCl, CN(C)c1ccncc1, C(=NC1CCCCC1)=NC1CCCCC1, CCCCCCC(C)C(=O)c1ccc(-c2ccc(O)cc2)cc1. The reactants are CCN(C(C)C)C(C)C (DIEA), NCC(CN1CC2=CC=CC=C2CC1)O (1-amino-3-(3,4-dihydroisoquinolin-2(1H)-yl)propan-2-ol), C1COC(=O)N1P(=O)(N2CCOC2=O)Cl (BOP-Cl), N1=CC=CC2=CC=CC(=C12)OCC(=O)O (2-(quinolin-8-yloxy)acetic acid). Run in CN(C)C=O (DMF). Reaction conditions: temperature 25 celsius, time 48 hour. Product: C1N(CCC2=CC=CC=C12)CC(CNC(COC=1C=CC=C2C=CC=NC12)=O)O (N-(3-(3,4-dihydroisoquinolin-2(1H)-yl)-2-hydroxypropyl)-2-(quinolin-8-yloxy)acetamide). Yield: 4.2%. RXN SMILES: [N:1]1[C:10]2[C:5](=[CH:6][CH:7]=[CH:8][C:9]=2[O:11][CH2:12][C:13]([OH:15])=O)[CH:4]=[CH:3][CH:2]=1.CCN(C(C)C)C(C)C.[NH2:25][CH2:26][CH:27]([OH:39])[CH2:28][N:29]1[CH2:38][CH2:37][C:36]2[C:31](=[CH:32][CH:33]=[CH:34][CH:35]=2)[CH2:30]1.C1N(P(Cl)(N2C(=O)OCC2)=O)C(=O)OC1>CN(C=O)C>[CH2:30]1[C:31]2[C:36](=[CH:35][CH:34]=[CH:33][CH:32]=2)[CH2:37][CH2:38][N:29]1[CH2:28][CH:27]([OH:39])[CH2:26][NH:25][C:13](=[O:15])[CH2:12][O:11][C:9]1[CH:8]=[CH:7][CH:6]=[C:5]2[C:10]=1[N:1]=[CH:2][CH:3]=[CH:4]2. Reported procedure: To a stirred mixture of 2-(quinolin-8-yloxy)acetic acid (100 mg, 0.492 mmol) in DMF (5 mL) was added DIEA (95 mg, 0.738 mmol), 1-amino-3-(3,4-dihydroisoquinolin-2(1H)-yl)propan-2-ol (100 mg, 0.492 mmol) and BOP-Cl (151 mg, 0.591 mmol). The mixture was stirred at 25° C. for 48 hours then the reaction mixture was quenched by addition of water (20 mL) and extracted with DCM (3×20 mL). The combined organic extracts were washed with brine (20 mL), dried over anhydrous Na2SO4 and concentrated. The res... Procedure details: 4-Carboxy-2-acetylaminopyridine (3.4 g, 19 mmol) was dissolved in methanol/benzene (100 mL, 1:1). TMS-diazomethane was added (1M, Aldrich) with cooling until the yellow color just persisted, then the solvent was removed under reduced pressure. The product was purified by silica gel column chromatography (50/50 hexane/ethyl acetate) and 3.0 g of product was recovered. The product is COC(=O)C1=CC(=NC=C1)NC(C)=O (4-Methoxycarbonyl-2-acetylaminopyridine). RXN SMILES: [C:1]([C:4]1[CH:9]=[CH:8][N:7]=[C:6]([NH:10][C:11](=[O:13])[CH3:12])[CH:5]=1)([OH:3])=[O:2].[Si](C=[N+]=[N-])(C)(C)[CH3:15]>CO.C1C=CC=CC=1>[CH3:15][O:2][C:1]([C:4]1[CH:9]=[CH:8][N:7]=[C:6]([NH:10][C:11](=[O:13])[CH3:12])[CH:5]=1)=[O:3] |f:2.3|. Starting materials: C(=O)(O)C1=CC(=NC=C1)NC(C)=O (4-Carboxy-2-acetylaminopyridine), [Si](C)(C)(C)C=[N+]=[N-] (TMS-diazomethane). The solvent is CO.C1=CC=CC=C1 (methanol benzene). Starting materials: Cc1cccc(CCN)c1, COC(=O)Cc1ccc(OC)c(OC)c1, CO. The product is COc1ccc(CNCCc2cccc(C)c2)cc1OC. Reaction SMILES: [CH3:16][c:17]1[cH:18][c:19]([CH2:23][CH2:24][NH2:25])[cH:20][cH:21][cH:22]1.[CH3:1][O:2][c:3]1[cH:4][c:5]([CH2:11][C:12]([O:13][CH3:14])=[O:15])[cH:6][cH:7][c:8]1[O:9][CH3:10].[CH3:26][OH:27]>>[CH3:1][O:2][c:3]1[cH:4][c:5]([CH2:11][NH:25][CH2:24][CH2:23][c:19]2[cH:18][c:17]([CH3:16])[cH:22][cH:21][cH:20]2)[cH:6][cH:7][c:8]1[O:9][CH3:10]. Reactants: CC(NC(=O)Cc1cc(F)cc(F)c1)C(=O)O, COC(=O)C(N)c1csc(C)n1. Product: COC(=O)C(NC(=O)C(C)NC(=O)Cc1cc(F)cc(F)c1)c1csc(C)n1. Reaction SMILES: [F:1][c:2]1[cH:3][c:4]([CH2:9][C:10](=[O:11])[NH:12][CH:13]([CH3:14])[C:15](=[O:16])[OH:17])[cH:5][c:6]([F:8])[cH:7]1.[NH2:18][CH:19]([C:20](=[O:21])[O:22][CH3:23])[c:24]1[n:25][c:26]([CH3:29])[s:27][cH:28]1>>[F:1][c:2]1[cH:3][c:4]([CH2:9][C:10](=[O:11])[NH:12][CH:13]([CH3:14])[C:15](=[O:17])[NH:18][CH:19]([C:20](=[O:21])[O:22][CH3:23])[c:24]2[n:25][c:26]([CH3:29])[s:27][cH:28]2)[cH:5][c:6]([F:8])[cH:7]1.